From a dataset of the Open Reaction Database (ORD), a public repository of structured organic reaction records. describe an organic reaction: reactants, conditions, products, and yield The reactants are O=C(O)c1ccc(B(O)O)cc1, Cc1cc(N2CCCC2=O)ccc1Br, COCCOC, [Na+], [Na+], O=C([O-])[O-], O. The product is Cc1cc(N2CCCC2=O)ccc1-c1ccc(C(=O)O)cc1. Reaction SMILES: [B:15]([OH:16])([OH:17])[c:18]1[cH:19][cH:20][c:21]([C:22](=[O:23])[OH:24])[cH:25][cH:26]1.[Br:1][c:2]1[c:3]([CH3:14])[cH:4][c:5]([N:8]2[C:9](=[O:13])[CH2:10][CH2:11][CH2:12]2)[cH:6][cH:7]1.[CH3:33][O:34][CH2:35][CH2:36][O:37][CH3:38].[Na+:27].[Na+:28].[O-:29][C:30](=[O:31])[O-:32].[OH2:39]>>[c:2]1(-[c:18]2[cH:19][cH:20][c:21]([C:22](=[O:23])[OH:24])[cH:25][cH:26]2)[c:3]([CH3:14])[cH:4][c:5]([N:8]2[C:9](=[O:13])[CH2:10][CH2:11][CH2:12]2)[cH:6][cH:7]1. Reactants: C(C(=O)Cl)(=O)Cl (oxalyl chloride), CN (methylamine), BrC1=CC2=C(N(C(=N2)C2=C(C(=N)NO)C=CC=C2)C(C)(C)C)C=C1 (2-(5-bromo-1-tert-butyl-1H-benzimidazol-2-yl)-N-hydroxy-benzamidine). Solvent: C1CCOC1 (THF), C1CCOC1 (THF), N1=CC=CC=C1 (pyridine). Conditions: temperature 50 celsius, time 0.5 hour. The product is CNC(=O)C1=NC(=NO1)C1=C(C=CC=C1)C1=NC2=C(N1C(C)(C)C)C=CC(=C2)Br (3-[2-(5-bromo-1-tert-butyl-1H-benzimidazol-2-yl)-phenyl]-[1,2,4]oxadiazole-5-carboxylic acid methylamide). Isolated yield 37.0%. RXN SMILES: [C:1](Cl)(=[O:5])[C:2](Cl)=[O:3].[CH3:7][NH2:8].[Br:9][C:10]1[CH:32]=[CH:31][C:13]2[N:14]([C:27]([CH3:30])([CH3:29])[CH3:28])[C:15]([C:17]3[CH:26]=[CH:25][CH:24]=[CH:23][C:18]=3[C:19]([NH:21]O)=[NH:20])=[N:16][C:12]=2[CH:11]=1>C1COCC1.N1C=CC=CC=1>[CH3:7][NH:8][C:2]([C:1]1[O:5][N:21]=[C:19]([C:18]2[CH:23]=[CH:24][CH:25]=[CH:26][C:17]=2[C:15]2[N:14]([C:27]([CH3:30])([CH3:29])[CH3:28])[C:13]3[CH:31]=[CH:32][C:10]([Br:9])=[CH:11][C:12]=3[N:16]=2)[N:20]=1)=[O:3]. Reported procedure: To a solution of oxalyl chloride (0.17 mL, 1.99 mmol) in anhydrous THF (20 mL) is added methylamine 2.0M in THF (0.99 mL, 1.99 mmol) at 0° C. The solution is stirred at 0° C. to room temperature for 0.5 hours and added to a stirred solution of 2-(5-bromo-1-tert-butyl-1H-benzimidazol-2-yl)-N-hydroxy-benzamidine (350 mg, 0.9 mmol) in anhydrous pyridine (5 mL). The reaction mixture is stirred at room temperature for 1 hour and then heated to 50° C. and stirred for 16 hours. The reaction mixture is ... Starting materials: CCO, [N-]=[N+]=NCC1CC(c2nc(-c3cccc(OCc4ccccc4)c3)c3c(N)nccn23)C1. The product is NCC1CC(c2nc(-c3cccc(OCc4ccccc4)c3)c3c(N)nccn23)C1. Reaction SMILES: [CH3:33][CH2:34][OH:35].[N:1](=[N+:2]=[N-:3])[CH2:4][CH:5]1[CH2:6][CH:7]([c:9]2[n:10][c:11](-[c:19]3[cH:20][c:21]([O:25][CH2:26][c:27]4[cH:28][cH:29][cH:30][cH:31][cH:32]4)[cH:22][cH:23][cH:24]3)[c:12]3[n:13]2[cH:14][cH:15][n:16][c:17]3[NH2:18])[CH2:8]1>>[NH2:1][CH2:4][CH:5]1[CH2:6][CH:7]([c:9]2[n:10][c:11](-[c:19]3[cH:20][c:21]([O:25][CH2:26][c:27]4[cH:28][cH:29][cH:30][cH:31][cH:32]4)[cH:22][cH:23][cH:24]3)[c:12]3[n:13]2[cH:14][cH:15][n:16][c:17]3[NH2:18])[CH2:8]1. Starting materials: IC1=CC=C(C=C1)C1OC2=CC=C(C=C2C(C1C1=CC=C(C=C1)OC1OCCCC1)(O)C(F)(F)F)OC1OCCCC1 (2-(4-iodo-phenyl)-6-(tetrahydro-pyran-2-yloxy)-3-[4-(tetrahydro-pyran-2-yloxy)-phenyl]-4-trifluoromethyl-chroman-4-ol), CC=1C=CC(=CC1)S(=O)(=O)O (TsOH). The solvent is C1(=CC=CC=C1)C (toluene). Product: OC1=CC=C(C=C1)C=1C(OC2=CC=C(C=C2C1C(F)(F)F)O)C1=CC=C(C=C1)I (3-(4-Hydroxy-phenyl)-2-(4-iodo-phenyl)-4-trifluoromethyl-2H-chromen-6-ol). The yield is 51.6%. RXN SMILES: [I:1][C:2]1[CH:7]=[CH:6][C:5]([CH:8]2[CH:17]([C:18]3[CH:23]=[CH:22][C:21]([O:24]C4CCCCO4)=[CH:20][CH:19]=3)[C:16]([C:32]([F:35])([F:34])[F:33])(O)[C:15]3[C:10](=[CH:11][CH:12]=[C:13]([O:36]C4CCCCO4)[CH:14]=3)[O:9]2)=[CH:4][CH:3]=1.CC1C=CC(S(O)(=O)=O)=CC=1>C1(C)C=CC=CC=1>[OH:24][C:21]1[CH:20]=[CH:19][C:18]([C:17]2[CH:8]([C:5]3[CH:4]=[CH:3][C:2]([I:1])=[CH:7][CH:6]=3)[O:9][C:10]3[C:15]([C:16]=2[C:32]([F:35])([F:33])[F:34])=[CH:14][C:13]([OH:36])=[CH:12][CH:11]=3)=[CH:23][CH:22]=1. Procedure: A mixture of 2-(4-iodo-phenyl)-6-(tetrahydro-pyran-2-yloxy)-3-[4-(tetrahydro-pyran-2-yloxy)-phenyl]-4-trifluoromethyl-chroman-4-ol (3.0 g, 5.7 mmol) and TsOH (0.6 g, 3.18 mmol) in toluene (60 mL) was refluxed for 18 h, removing water with a Dean Stark trap. The mixture was cooled to room temperature and concentrated. The residue was purified by silica gel column chromatography (PE/EA=10/1-4/1) to afford a white solid (1.5 g). 1H NMR (DMSO-d6): δ 9.17 (s, 1H), 9.07 (s, 1H), 7.56-7.54 (m, 2H), 7.3... Reactants: NC=1N=C2N(C(C1N=O)=O)CCN2CC(C)C (7-AMINO-2,3-DIHYDRO-1-(2-METHYLPROPYL)-6-NITROSOIMIDAZO[1,2-a]PYRIMIDIN-5(1H)-ONE), C(C(C)C)(=O)OC (Methyl isobutyrate), C(CN)N (ethylenediamine). Product: C(C(C)C)(=O)NCCN (N-isobutyrylethylenediamine). As a reaction SMILES: NC1N=C2[N:13]([CH2:14][CH:15]([CH3:17])[CH3:16])[CH2:12][CH2:11][N:5]2C(=O)C=1N=O.C(OC)(=[O:22])C(C)C.C(N)CN>>[C:14]([NH:13][CH2:12][CH2:11][NH2:5])(=[O:22])[CH:15]([CH3:17])[CH3:16]. Procedure details: 7-AMINO-2,3-DIHYDRO-1-(2-METHYLPROPYL)-6-NITROSOIMIDAZO[1,2-a]PYRIMIDIN-5(1H)-ONE.-- Methyl isobutyrate and ethylenediamine in a molar ratio of 1:3 were heated in a closed pressure vessel at 100° for 62 hrs. The mixture was cooled, clarified by filtration, and the excess ethylenediamine removed from the filtrate by distillation in vacuo. The residue was distilled, boiling point 115°-117°/0.9 mm Hg to yield N-isobutyrylethylenediamine whose identity was confirmed by examination of the NMR and IR ...